This data is from the Open Reaction Database (ORD), a public repository of structured organic reaction records. The task is: describe an organic reaction: reactants, conditions, products, and yield The reactants are CN(C)C=O (DMF), COC(N=C(C(=NC1=CC=C(C=C1)C1=NOC(=N1)C)C1=C(C(=CC(=C1)OCC)O)F)SC)=O ({2-(5-ethoxy-2-fluoro-3-hydroxyphenyl)-2-[4-(5-methyl-[1,2,4]oxadiazol-3-yl)phenylimino]-1-methylsulfanylethylidene}carbamic acid methyl ester), C([O-])([O-])=O.[K+].[K+] (potassium carbonate), BrCCOC1OCCCC1 (2-(2-bromoethoxy)tetrahydro-2H-pyran). Product: COC(N=C(C(=NC1=CC=C(C=C1)C1=NOC(=N1)C)C1=C(C(=CC(=C1)OCC)OCCOC1OCCCC1)F)SC)=O ({2-{5-ethoxy-2-fluoro-3-[2-(tetrahydropyran-2-yloxy)ethoxy]phenyl}-2-[4-(5-methyl-[1,2,4]oxadiazol-3-yl)phenylimino]-1-methylsulfanylethylidene}carbamic acid methyl ester). Procedure: To 2 ml of a DMF solution containing 75 mg of {2-(5-ethoxy-2-fluoro-3-hydroxyphenyl)-2-[4-(5-methyl-[1,2,4]oxadiazol-3-yl)phenylimino]-1-methylsulfanylethylidene}carbamic acid methyl ester, 100 mg of potassium carbonate and 0.1 ml of 2-(2-bromoethoxy)tetrahydro-2H-pyran were added. The resulting mixture was stirred at room temperature for 10 hours, and then water was added thereto. The mixture was extracted with ethyl acetate. The organic layer was washed with water and then dried through PRESEP... Conditions: time 10 hour. Reaction SMILES: CN(C=O)C.[CH3:6][O:7][C:8](=[O:38])[N:9]=[C:10]([S:36][CH3:37])[C:11]([C:25]1[CH:30]=[C:29]([O:31][CH2:32][CH3:33])[CH:28]=[C:27]([OH:34])[C:26]=1[F:35])=[N:12][C:13]1[CH:18]=[CH:17][C:16]([C:19]2[N:23]=[C:22]([CH3:24])[O:21][N:20]=2)=[CH:15][CH:14]=1.C(=O)([O-])[O-].[K+].[K+].Br[CH2:46][CH2:47][O:48][CH:49]1[CH2:54][CH2:53][CH2:52][CH2:51][O:50]1>O>[CH3:6][O:7][C:8](=[O:38])[N:9]=[C:10]([S:36][CH3:37])[C:11]([C:25]1[CH:30]=[C:29]([O:31][CH2:32][CH3:33])[CH:28]=[C:27]([O:34][CH2:46][CH2:47][O:48][CH:49]2[CH2:54][CH2:53][CH2:52][CH2:51][O:50]2)[C:26]=1[F:35])=[N:12][C:13]1[CH:18]=[CH:17][C:16]([C:19]2[N:23]=[C:22]([CH3:24])[O:21][N:20]=2)=[CH:15][CH:14]=1 |f:2.3.4|. Solvent: O (water). RXN SMILES: C1COCC1.[CH2:6]([O:13][C:14]1[CH:21]=[CH:20][C:17]([CH2:18]Cl)=[CH:16][CH:15]=1)[C:7]1[CH:12]=[CH:11][CH:10]=[CH:9][CH:8]=1.[C:22]([C:24](=[CH:30][C:31]1[CH:36]=[CH:35][CH:34]=[CH:33][CH:32]=1)[C:25]([O:27][CH2:28][CH3:29])=[O:26])#[N:23]>C1(C)C=CC=CC=1>[CH2:6]([O:13][C:14]1[CH:21]=[CH:20][C:17]([CH2:18][CH:30]([C:31]2[CH:32]=[CH:33][CH:34]=[CH:35][CH:36]=2)[CH:24]([C:22]#[N:23])[C:25]([O:27][CH2:28][CH3:29])=[O:26])=[CH:16][CH:15]=1)[C:7]1[CH:12]=[CH:11][CH:10]=[CH:9][CH:8]=1. Conditions: time 1 hour. Solvent: C1(=CC=CC=C1)C (toluene). Procedure details: 835 mg of Mg are suspended in 5 ml of abs. THF. A solution of 2.0 g of 4-benzyloxybenzyl chloride in 5 ml of abs. tetrahydrofuran is subsequently added dropwise. When the addition is complete, the cloudy solution is stirred at room temperature for a further 1 hour, a solution of 1.73 g of ethyl 2-cyano-3-phenylacrylate in 10 ml of abs. toluene is subsequently added, and the mixture is refluxed for 16 hours. The solvent is removed, and conventional work-up gives ethyl 4-(4-benzyloxyphenyl)-2-cyan... Yields the product C(C1=CC=CC=C1)OC1=CC=C(C=C1)CC(C(C(=O)OCC)C#N)C1=CC=CC=C1 (ethyl 4-(4-benzyloxyphenyl)-2-cyano-3-phenylbutyrate). The reactants are Mg, O1CCCC1 (tetrahydrofuran), C(#N)C(C(=O)OCC)=CC1=CC=CC=C1 (ethyl 2-cyano-3-phenylacrylate), C1CCOC1 (THF), C(C1=CC=CC=C1)OC1=CC=C(CCl)C=C1 (4-benzyloxybenzyl chloride). Reactants: N#CCBr, Cc1c(Cc2ccccc2)c2cc(-c3ccc(O)cc3)ccc2n1C, CC(C)=O, [K+], [K+], O=C([O-])[O-]. Product: Cc1c(Cc2ccccc2)c2cc(-c3ccc(OCC#N)cc3)ccc2n1C. As a reaction SMILES: [Br:32][CH2:33][C:34]#[N:35].[CH2:1]([c:2]1[cH:3][cH:4][cH:5][cH:6][cH:7]1)[c:8]1[c:9]([CH3:25])[n:10]([CH3:24])[c:11]2[cH:12][cH:13][c:14](-[c:17]3[cH:18][cH:19][c:20]([OH:23])[cH:21][cH:22]3)[cH:15][c:16]12.[CH3:36][C:37](=[O:38])[CH3:39].[K+:26].[K+:27].[O-:28][C:29]([O-:30])=[O:31]>>[CH2:1]([c:2]1[cH:3][cH:4][cH:5][cH:6][cH:7]1)[c:8]1[c:9]([CH3:25])[n:10]([CH3:24])[c:11]2[cH:12][cH:13][c:14](-[c:17]3[cH:18][cH:19][c:20]([O:23][CH2:33][C:34]#[N:35])[cH:21][cH:22]3)[cH:15][c:16]12. Starting materials: C(C)(C)(C)OC(N(C)C)OC(C)(C)C (N,N-dimethylformamide di-tert-butyl acetal), ClC1=CC=C(C(=O)C2CCN(CC2)S(=O)(=O)N[C@@H](C(=O)O)C(C)C)C=C1 (2-(R)-{[4-(4-chlorobenzoyl)piperidine-1-sulfonyl]amino}-3-methylbutyric acid), C1(=CC=CC=C1)C (toluene). Run at time 3 hour. Product: C(C)(C)(C)[C@@](C(=O)O)(C(C)C)NS(=O)(=O)N1CCC(CC1)C(C1=CC=C(C=C1)Cl)=O (tert-butyl 2-(R)-{[4-(4-chlorobenzoyl)piperidine-1-sulfonyl]amino}-3-methylbutyric acid). As a reaction SMILES: [C:1](OC(OC(C)(C)C)N(C)C)(C)([CH3:3])[CH3:2].[Cl:15][C:16]1[CH:40]=[CH:39][C:19]([C:20]([CH:22]2[CH2:27][CH2:26][N:25]([S:28]([NH:31][C@H:32]([CH:36]([CH3:38])[CH3:37])[C:33]([OH:35])=[O:34])(=[O:30])=[O:29])[CH2:24][CH2:23]2)=[O:21])=[CH:18][CH:17]=1.[C:41]1(C)C=CC=CC=1>>[C:36]([C@:32]([NH:31][S:28]([N:25]1[CH2:26][CH2:27][CH:22]([C:20](=[O:21])[C:19]2[CH:18]=[CH:17][C:16]([Cl:15])=[CH:40][CH:39]=2)[CH2:23][CH2:24]1)(=[O:30])=[O:29])([CH:1]([CH3:3])[CH3:2])[C:33]([OH:35])=[O:34])([CH3:41])([CH3:38])[CH3:37]. Procedure: N,N-dimethylformamide di-tert-butyl acetal (134 mg, 0.66 mmol) was added to a solution of 2-(R)-{[4-(4-chlorobenzoyl)piperidine-1-sulfonyl]amino}-3-methylbutyric acid (90 mg, 0.22 mmol) in toluene (2.5 ml) at 90° C. The reaction was stired for 3 h and concentrated to give tert-butyl 2-(R)-{[4-(4-chlorobenzoyl)piperidine-1-sulfonyl]amino}-3-methylbutyric acid that was used in the next step with no further purification. The reactants are CCOCC(COc1ccc(O)cc1)OCC, CSCCBr, CCO, [K+], [OH-]. Yields the product CCOCC(COc1ccc(OCCSC)cc1)OCC. RXN SMILES: [CH2:1]([CH3:2])[O:3][CH:4]([CH2:5][O:6][c:7]1[cH:8][cH:9][c:10]([OH:13])[cH:11][cH:12]1)[CH2:14][O:15][CH2:16][CH3:17].[CH3:18][S:19][CH2:20][CH2:21][Br:22].[CH3:25][CH2:26][OH:27].[K+:24].[OH-:23]>>[CH2:1]([CH3:2])[O:3][CH:4]([CH2:5][O:6][c:7]1[cH:8][cH:9][c:10]([O:13][CH2:21][CH2:20][S:19][CH3:18])[cH:11][cH:12]1)[CH2:14][O:15][CH2:16][CH3:17].